This data is from the Open Reaction Database (ORD), a public repository of structured organic reaction records. The task is: describe an organic reaction: reactants, conditions, products, and yield Starting materials: S1C=CC2=C1C=CC(=C2)[C@@H]2[C@@H]([C@H]1CC[C@@H]2C1)C(=O)N(C)C ((1S,2R,3S,4R)-3-(1-benzothien-5-yl)-N,N-dimethylbicyclo[2,2,1]heptane-2-carboxamide), BrBr (bromine). Solvent: C(Cl)Cl (methylene chloride), C(O)([O-])=O (hydrogen carbonate), C(C)(=O)O (acetic acid). Conditions: time 16 hour. Yields the product BrC1=CSC2=C1C=C(C=C2)[C@@H]2[C@@H]([C@H]1CC[C@@H]2C1)C(=O)N(C)C ((1S,2R,3S,4R)-3-(3-bromo-1-benzothien-5-yl)-N,N-dimethylbicyclo[2,2,1]heptane-2-carboxamide). The yield is 97.8%. As a reaction SMILES: [S:1]1[C:5]2[CH:6]=[CH:7][C:8]([C@H:10]3[C@H:15]4[CH2:16][C@H:12]([CH2:13][CH2:14]4)[C@H:11]3[C:17]([N:19]([CH3:21])[CH3:20])=[O:18])=[CH:9][C:4]=2[CH:3]=[CH:2]1.[Br:22]Br>C(O)(=O)C.C(Cl)Cl.C(=O)([O-])O>[Br:22][C:3]1[C:4]2[CH:9]=[C:8]([C@H:10]3[C@H:15]4[CH2:16][C@H:12]([CH2:13][CH2:14]4)[C@H:11]3[C:17]([N:19]([CH3:21])[CH3:20])=[O:18])[CH:7]=[CH:6][C:5]=2[S:1][CH:2]=1. Procedure details: To a solution of (1S,2R,3S,4R)-3-(1-benzothien-5-yl)-N,N-dimethylbicyclo[2,2,1]heptane-2-carboxamide (30 mg, 0.1 mmol) in acetic acid (2 mL) was added bromine (5.5 μL, 0.1 mmol) and the mixture was stirred at room temperature for 16 hours. The mixture was diluted with methylene chloride (5 mL) and neutralised by careful addition of a saturated hydrogen carbonate solution. The layers were separated and the aqueous was extracted with methylene chloride (2×5 mL). The organic extracts were washed wi...